describe an organic reaction: reactants, conditions, products, and yield From a dataset of the Open Reaction Database (ORD), a public repository of structured organic reaction records. The reactants are CS(=O)(=O)OCCN1C=NC(=C1)C1=NC=CC(=C1)C(=O)OC (methyl 2-(1-{2-[(methylsulfonyl)oxy]ethyl}-1H-imidazol-4-yl)pyridine-4-carboxylate), ClC=1C=C(CNC2CC2)C=CC1Cl ((3,4-dichlorobenzyl)cyclopropylamine). The product is C1(CC1)N(CCN1C=NC(=C1)C1=NC=CC(=C1)C(=O)O)CC1=CC(=C(C=C1)Cl)Cl (2-[1-[2-[cyclopropyl-[(3,4-dichlorophenyl)methyl]amino]ethyl]imidazol-4-yl]pyridine-4-carboxylic acid). Isolated yield 7.0%. As a reaction SMILES: CS(O[CH2:6][CH2:7][N:8]1[CH:12]=[C:11]([C:13]2[CH:18]=[C:17]([C:19]([O:21]C)=[O:20])[CH:16]=[CH:15][N:14]=2)[N:10]=[CH:9]1)(=O)=O.[Cl:23][C:24]1[CH:25]=[C:26]([CH:32]=[CH:33][C:34]=1[Cl:35])[CH2:27][NH:28][CH:29]1[CH2:31][CH2:30]1>>[CH:29]1([N:28]([CH2:27][C:26]2[CH:32]=[CH:33][C:34]([Cl:35])=[C:24]([Cl:23])[CH:25]=2)[CH2:6][CH2:7][N:8]2[CH:12]=[C:11]([C:13]3[CH:18]=[C:17]([C:19]([OH:21])=[O:20])[CH:16]=[CH:15][N:14]=3)[N:10]=[CH:9]2)[CH2:30][CH2:31]1. Procedure details: The title compound was prepared in 7% yield from methyl 2-(1-{2-[(methylsulfonyl)oxy]ethyl}-1H-imidazol-4-yl)pyridine-4-carboxylate (PREPARATION 6) and (3,4-dichlorobenzyl)cyclopropylamine according to the procedure for the preparation of Example 58. 1HNMR (400 MHz, DMSO): δ 0.14 (2H, m), 0.40 (2H, m), 1.85 (1H, m), 2.90 (2H, t, J=6.2 Hz), 3.74 (2H, s), 4.14 (2H, t, J=6.2 Hz), 7.21 (1H, dd, J=8.3 and 1.8 Hz), 7.45-7.56 (3H, m), 7.70 (1H, s), 7.72 (1H, s), 8.26 (1H, s), 8.56 (1H, d). [M+H] Calc'd... Starting materials: CCOCCO, C1CCOC1, CS(=O)(=O)Cl, c1ccncc1. Reaction SMILES: [CH3:1][CH2:2][O:3][CH2:4][CH2:5][OH:6].[O:18]1[CH2:19][CH2:20][CH2:21][CH2:22]1.[S:13](=[O:14])(=[O:15])([CH3:16])[Cl:17].[cH:7]1[cH:8][cH:9][n:10][cH:11][cH:12]1>>[CH3:1][CH2:2][O:3][CH2:4][CH2:5][O:6][S:13](=[O:14])(=[O:15])[CH3:16]. Yields the product CCOCCOS(C)(=O)=O.